From a dataset of the Open Reaction Database (ORD), a public repository of structured organic reaction records. describe an organic reaction: reactants, conditions, products, and yield The reactants are C(C)(C)NC(C)C.[Li] (lithium diisopropylamine), C(C)N(C(OC1=CC(=CC=C1)Cl)=O)CC (3-chlorophenyl diethylcarbamate), II (iodine). Solvent: O1CCCC1 (tetrahydrofuran). Reaction conditions: temperature -78 celsius, time 30 minute. The product is C(C)N(C(OC1=C(C(=CC=C1)Cl)I)=O)CC (3-chloro-2-iodophenyl diethylcarbamate). The yield is 60.5%. As a reaction SMILES: C(NC(C)C)(C)C.[Li].[CH2:9]([N:11]([CH2:22][CH3:23])[C:12](=[O:21])[O:13][C:14]1[CH:19]=[CH:18][CH:17]=[C:16]([Cl:20])[CH:15]=1)[CH3:10].[I:24]I>O1CCCC1>[CH2:22]([N:11]([CH2:9][CH3:10])[C:12](=[O:21])[O:13][C:14]1[CH:19]=[CH:18][CH:17]=[C:16]([Cl:20])[C:15]=1[I:24])[CH3:23] |f:0.1,^1:7|. Procedure details: To a solution of lithium diisopropylamine (2M in THF) (21.40 ml; 42.8 mmol) in dry tetrahydrofuran (117 ml) under nitrogen atmosphere at −78° C. was added 3-chlorophenyl diethylcarbamate (8.86 g; 38.91 mmol). The reaction mixture was stirred for 30 min at −78° C., and iodine (0.669 g; 46.7 mmol) was added. The solution was stirred for 30 min. at 0° C. and was then allowed to warm up to room temperature for 2 h. The reaction mixture was quenched by adding water and the organics were removed under... The reactants are O=C1CCC(CC1)N1C(C2=CC=CC=C2C1=O)=O (2-(4-oxocyclohexyl)-1H-isoindole-1,3(2H)dione), C(C)(=O)O[BH-](OC(C)=O)OC(C)=O.[Na+] (sodium triacetoxyborohydride), C(C1=CC=CC=C1)N1CCNCC1 (1-benzylpiperazine), CC(=O)O (AcOH). Solvent: ClC(C)Cl (dichloroethane), O (water). Conditions: time 2 day. The product is C(C1=CC=CC=C1)N1CCN(CC1)C1CCC(CC1)N1C(C2=CC=CC=C2C1=O)=O (2-[4-(4-Benzyl-1-piperazinyl)cyclohexyl]-1H-isoindole-1,3(2H)-dione). As a reaction SMILES: O=[C:2]1[CH2:7][CH2:6][CH:5]([N:8]2[C:16](=[O:17])[C:15]3[C:10](=[CH:11][CH:12]=[CH:13][CH:14]=3)[C:9]2=[O:18])[CH2:4][CH2:3]1.[CH2:19]([N:26]1[CH2:31][CH2:30][NH:29][CH2:28][CH2:27]1)[C:20]1[CH:25]=[CH:24][CH:23]=[CH:22][CH:21]=1.CC(O)=O.C(O[BH-](OC(=O)C)OC(=O)C)(=O)C.[Na+]>ClC(Cl)C.O>[CH2:19]([N:26]1[CH2:31][CH2:30][N:29]([CH:2]2[CH2:7][CH2:6][CH:5]([N:8]3[C:16](=[O:17])[C:15]4[C:10](=[CH:11][CH:12]=[CH:13][CH:14]=4)[C:9]3=[O:18])[CH2:4][CH2:3]2)[CH2:28][CH2:27]1)[C:20]1[CH:21]=[CH:22][CH:23]=[CH:24][CH:25]=1 |f:3.4|. Procedure: To a solution of 2-(4-oxocyclohexyl)-1H-isoindole-1,3(2H)dione (3.78 g, 15.5 mmol), which was prepared according to the literature (J. Med. Chem., 1993, 1918), 1-benzylpiperazine (2.99 g/17.1 mmol) and AcOH (1.00 ml/17.1 mmol) in dichloroethane (50 ml) was added sodium triacetoxyborohydride (6.57 g/31.0 mmol) and the mixture was stirred for 2 days. The reaction mixture was poured into water (50 ml) and the mixture was extracted with dichloromethane (100 ml). The extract was washed with brine (50...